Task: describe an organic reaction: reactants, conditions, products, and yield. Dataset: the Open Reaction Database (ORD), a public repository of structured organic reaction records Reactants: CCCC[SnH](CCCC)CCCC, C=CCOC(=O)Nc1cccc(-c2nc(C3CCN(C(=O)OC(C)(C)C)CC3)sc2-c2ccnc(Cl)n2)c1F, ClCCl, O. Yields the product CC(C)(C)OC(=O)N1CCC(c2nc(-c3cccc(N)c3F)c(-c3ccnc(Cl)n3)s2)CC1. As a reaction SMILES: [CH2:40]([SnH:41]([CH2:42][CH2:43][CH2:44][CH3:45])[CH2:46][CH2:47][CH2:48][CH3:49])[CH2:50][CH2:51][CH3:52].[Cl:1][c:2]1[n:3][cH:4][cH:5][c:6](-[c:8]2[c:9](-[c:26]3[c:27]([F:39])[c:28]([NH:32][C:33]([O:34][CH2:35][CH:36]=[CH2:37])=[O:38])[cH:29][cH:30][cH:31]3)[n:10][c:11]([CH:13]3[CH2:14][CH2:15][N:16]([C:19](=[O:20])[O:21][C:22]([CH3:23])([CH3:24])[CH3:25])[CH2:17][CH2:18]3)[s:12]2)[n:7]1.[Cl:54][CH2:55][Cl:56].[OH2:53]>>[Cl:1][c:2]1[n:3][cH:4][cH:5][c:6](-[c:8]2[c:9](-[c:26]3[c:27]([F:39])[c:28]([NH2:32])[cH:29][cH:30][cH:31]3)[n:10][c:11]([CH:13]3[CH2:14][CH2:15][N:16]([C:19](=[O:20])[O:21][C:22]([CH3:23])([CH3:24])[CH3:25])[CH2:17][CH2:18]3)[s:12]2)[n:7]1. Starting materials: ClC=1C=C2C=C(N(C2=CC1)C)C(CCCCCC)NC1=CC=C(C(=O)OC)C=C1 (methyl 4-{[1-(5-chloro-1-methyl-1H-indol-2-yl)heptyl]amino}benzoate), O1CCCC1 (tetrahydrofuran), [OH-].[Na+] (sodium hydroxide). Run in C(C)O (ethanol). Run at time 8 hour. Product: ClC=1C=C2C=C(N(C2=CC1)C)C(CCCCCC)NC1=CC=C(C(=O)O)C=C1 (4-{[1-(5-chloro-1-methyl-1H-indol-2-yl)heptyl]amino}benzoic acid). Isolated yield 98.1%. RXN SMILES: [Cl:1][C:2]1[CH:3]=[C:4]2[C:8](=[CH:9][CH:10]=1)[N:7]([CH3:11])[C:6]([CH:12]([NH:19][C:20]1[CH:29]=[CH:28][C:23]([C:24]([O:26]C)=[O:25])=[CH:22][CH:21]=1)[CH2:13][CH2:14][CH2:15][CH2:16][CH2:17][CH3:18])=[CH:5]2.O1CCCC1.[OH-].[Na+]>C(O)C>[Cl:1][C:2]1[CH:3]=[C:4]2[C:8](=[CH:9][CH:10]=1)[N:7]([CH3:11])[C:6]([CH:12]([NH:19][C:20]1[CH:21]=[CH:22][C:23]([C:24]([OH:26])=[O:25])=[CH:28][CH:29]=1)[CH2:13][CH2:14][CH2:15][CH2:16][CH2:17][CH3:18])=[CH:5]2 |f:2.3|. Reported procedure: To a mixture of methyl 4-{[1-(5-chloro-1-methyl-1H-indol-2-yl)heptyl]amino}benzoate (1.15 g) synthesized above, tetrahydrofuran (15 mL) and ethanol (15 mL) was added 1N is aqueous sodium hydroxide solution (15 mL), and the mixture was stirred overnight with heating under reflux, and concentrated under reduced pressure. The residue was dissolved in water (30 mL), and 1N hydrochloric acid (15 mL) was added at 0° C. The resulting precipitate was collected by filtration to give the title object comp... Reactants: C1CCC2=NCCCN2CC1, COC(=O)C(C)(C)C(C)OS(=O)(=O)c1ccc(C)cc1. Product: C=CC(C)(C)C(=O)OC. As a reaction SMILES: [CH2:21]1[CH2:22][CH2:23][C:24]2=[N:29][CH2:28][CH2:27][CH2:26][N:25]2[CH2:30][CH2:31]1.[CH3:1][O:2][C:3]([C:4]([CH:5]([CH3:6])[O:7][S:8]([c:9]1[cH:10][cH:11][c:12]([CH3:13])[cH:14][cH:15]1)(=[O:16])=[O:17])([CH3:18])[CH3:19])=[O:20]>>[CH3:1][O:2][C:3]([C:4]([CH:5]=[CH2:6])([CH3:18])[CH3:19])=[O:20]. The reactants are O=C1CCC(=O)N1Br, Nc1nc(OCCC2CC2)nc2c1ncn2C1CCCCO1, ClC(Cl)Cl, O. The product is Nc1nc(OCCC2CC2)nc2c1nc(Br)n2C1CCCCO1. Reaction SMILES: [Br:23][N:24]1[C:25](=[O:26])[CH2:27][CH2:28][C:29]1=[O:30].[CH:1]1([CH2:4][CH2:5][O:6][c:7]2[n:8][c:9]([NH2:22])[c:10]3[n:11][cH:12][n:13]([CH:16]4[O:17][CH2:18][CH2:19][CH2:20][CH2:21]4)[c:14]3[n:15]2)[CH2:2][CH2:3]1.[CH:32]([Cl:33])([Cl:34])[Cl:35].[OH2:31]>>[CH:1]1([CH2:4][CH2:5][O:6][c:7]2[n:8][c:9]([NH2:22])[c:10]3[n:11][c:12]([Br:23])[n:13]([CH:16]4[O:17][CH2:18][CH2:19][CH2:20][CH2:21]4)[c:14]3[n:15]2)[CH2:2][CH2:3]1. Reactants: CCN1C=C(C(=O)C2=C1N=C(N=C2)N3CCNCC3)C(=O)O (Pipemidic acid), C1(=CC(=CC=C1)N=C=S)C (m-tolylisothiocyanate). Yields the product CC=1C=C(C=CC1)NC(=S)N1CCN(CC1)C=1N=CC2=C(N1)N(C=C(C2=O)C(=O)O)CC (2-(4-{[(3-methylphenyl)amino]carbonothioyl}-1-piperazinyl)-8-ethyl-5-oxo-5,8-dihydropyrido[2,3-d]pyrimidine-6-carboxylic acid). As a reaction SMILES: [CH3:1][CH2:2][N:3]1[C:9]2[N:10]=[C:11]([N:14]3[CH2:19][CH2:18][NH:17][CH2:16][CH2:15]3)[N:12]=[CH:13][C:8]=2[C:6](=[O:7])[C:5]([C:20]([OH:22])=[O:21])=[CH:4]1.[C:23]1([CH3:32])[CH:28]=[CH:27][CH:26]=[C:25]([N:29]=[C:30]=[S:31])[CH:24]=1>>[CH3:32][C:23]1[CH:24]=[C:25]([NH:29][C:30]([N:17]2[CH2:18][CH2:19][N:14]([C:11]3[N:12]=[CH:13][C:8]4[C:6](=[O:7])[C:5]([C:20]([OH:22])=[O:21])=[CH:4][N:3]([CH2:2][CH3:1])[C:9]=4[N:10]=3)[CH2:15][CH2:16]2)=[S:31])[CH:26]=[CH:27][CH:28]=1. Procedure: Pipemidic acid (54 mg, 0.177 mmol) and m-tolylisothiocyanate (20 μL, 0.148 mmol) were used. Purification on silica yielded compound 13 in Table 1, below (67 mg, 100%). 1H NMR (300 MHz, CDCl3) δ 9.32 (s, 1H), 8.68 (s, 1H), 7.34-7.32 (m, 1H), 7.05-6.94 (m, 3H), 4.33 (q, J=7.10 Hz, 2H), 4.24-3.87 (m, 8H), 2.35 (s, 3H), 1.49 (t, J=7.19 Hz, 3H) ppm. The reactants are C(C(O)C1=CC=CC=C1)#N (mandelonitrile), C(C(O)C1=CC=CC=C1)#N (mandelonitrile), C([C@H](O)C1=CC=CC=C1)(=O)O ((R)-(−)-mandelic acid), C(C(O)C1=CC=CC=C1)(=O)N (mandelamide). Product: C([C@H](O)C1=CC=CC=C1)(=O)O ((R)-(−)-mandelic acid), C(C(O)C1=CC=CC=C1)#N (racemic mandelonitrile), C([C@@H](O)C1=CC=CC=C1)#N ((S)-mandelonitrile). Reaction SMILES: [C:1]([OH:11])(=[O:10])[C@@H:2]([C:4]1[CH:9]=[CH:8][CH:7]=[CH:6][CH:5]=1)[OH:3].[C:12](#[N:21])[CH:13]([C:15]1[CH:20]=[CH:19][CH:18]=[CH:17][CH:16]=1)[OH:14].[C:22]([NH2:32])(=O)[CH:23]([C:25]1[CH:30]=[CH:29][CH:28]=[CH:27][CH:26]=1)[OH:24]>>[C:1]([OH:11])(=[O:10])[C@@H:2]([C:4]1[CH:9]=[CH:8][CH:7]=[CH:6][CH:5]=1)[OH:3].[C:12](#[N:21])[CH:13]([C:15]1[CH:20]=[CH:19][CH:18]=[CH:17][CH:16]=1)[OH:14].[C:22](#[N:32])[C@H:23]([C:25]1[CH:30]=[CH:29][CH:28]=[CH:27][CH:26]=1)[OH:24]. Procedure details: Yamamoto et al. (1991) tested various isolates (wildtype strains) with respect to their ability to convert mandelonitrile into (R)-(−)-mandelic acid. A. faecalis strain ATCC 8750 was found to have the highest level of activity and enantioselectivity to produce (R)-(−)-mandelic acid from racemic mandelonitrile (Yamamoto et al., 1991). In particular, the (R)-(−)-mandelic acid made of mandelonitrile by resting cells was present in a 100% enantiomeric excess. A. faecalis ATCC 8750 has an (R)-enantio... Starting materials: C1CCNC1, COC(=O)C1C(CC(Cl)(Cl)Cl)C1(C)C, CN(C)C=O, Nc1nc2ncc(C(=O)C3OP(=O)(O)OCC3O)nc2c(=O)[nH]1. The product is COC(=O)C1C(C=C(Cl)Cl)C1(C)C. As a reaction SMILES: [CH2:38]1[CH2:39][NH:40][CH2:41][CH2:42]1.[CH3:1][C:2]1([CH3:14])[CH:3]([C:10](=[O:11])[O:12][CH3:13])[CH:4]1[CH2:5][C:6]([Cl:7])([Cl:8])[Cl:9].[CH3:43][N:44]([CH3:45])[CH:46]=[O:47].[CH:15]1([C:16]([c:17]2[n:18][c:19]3[c:20]([n:21][c:22]([NH2:26])[nH:23][c:24]3=[O:25])[n:27][cH:28]2)=[O:29])[CH:30]([OH:31])[CH2:32][O:33][P:34](=[O:35])([OH:36])[O:37]1>>[CH3:1][C:2]1([CH3:14])[CH:3]([C:10](=[O:11])[O:12][CH3:13])[CH:4]1[CH:5]=[C:6]([Cl:7])[Cl:8]. Reactants: C(C1=CC=CC=C1)OC(=O)N[C@@H]1[C@@H](CN(CC1)C=1C=CC(=C(C(=O)OC)C1)C)OC (Methyl cis(±)-5-(4-{[(benzyloxy)carbonyl]amino}-3-methoxypiperidin-1-yl)-2-methylbenzoate). The reagents and catalysts are [C].[Pd] (palladium-carbon). Yields the product N[C@@H]1[C@@H](CN(CC1)C=1C=CC(=C(C(=O)OC)C1)C)OC (Methyl cis(±)-5-(4-amino-3-methoxypiperidin-1-yl)-2-methylbenzoate). Reaction SMILES: C(OC([NH:11][C@H:12]1[CH2:17][CH2:16][N:15]([C:18]2[CH:19]=[CH:20][C:21]([CH3:28])=[C:22]([CH:27]=2)[C:23]([O:25][CH3:26])=[O:24])[CH2:14][C@H:13]1[O:29][CH3:30])=O)C1C=CC=CC=1>[C].[Pd]>[NH2:11][C@H:12]1[CH2:17][CH2:16][N:15]([C:18]2[CH:19]=[CH:20][C:21]([CH3:28])=[C:22]([CH:27]=2)[C:23]([O:25][CH3:26])=[O:24])[CH2:14][C@H:13]1[O:29][CH3:30] |f:1.2|. Reported procedure: The same operation as in Example (160c) was performed using methyl cis(±)-5-(4-{[(benzyloxy)carbonyl]amino}-3-methoxypiperidin-1-yl)-2-methylbenzoate obtained in Example (172a) (39 mg, 0.09 mmol) and a 10% palladium-carbon catalyst (50 mg), to obtain the title compound. The resulting compound was used for the next reaction without purification. Starting materials: C1(CC1)C=1C(=CC(=NC1)C(=O)O)OCC(F)(F)F (5-Cyclopropyl-4-(2,2,2-trifluoro-ethoxy)-pyridine-2-carboxylic acid), NC(C(=O)OCC)(C)C1=NOC(=N1)C (ethyl 2-amino-2-(5-methyl-1,2,4-oxadiazol-3-yl)propanoate). The product is C1(CC1)C=1C(=CC(=NC1)C(=O)NC(C(=O)OCC)(C)C1=NOC(=N1)C)OCC(F)(F)F (ethyl 2-[[5-cyclopropyl-4-(2,2,2-trifluoroethoxy)pyridine-2-carbonyl]amino]-2-(5-methyl-1,2,4-oxadiazol-3-yl)propanoate). RXN SMILES: [CH:1]1([C:4]2[C:5]([O:13][CH2:14][C:15]([F:18])([F:17])[F:16])=[CH:6][C:7]([C:10]([OH:12])=O)=[N:8][CH:9]=2)[CH2:3][CH2:2]1.[NH2:19][C:20]([C:27]1[N:31]=[C:30]([CH3:32])[O:29][N:28]=1)([CH3:26])[C:21]([O:23][CH2:24][CH3:25])=[O:22]>>[CH:1]1([C:4]2[C:5]([O:13][CH2:14][C:15]([F:18])([F:17])[F:16])=[CH:6][C:7]([C:10]([NH:19][C:20]([C:27]3[N:31]=[C:30]([CH3:32])[O:29][N:28]=3)([CH3:26])[C:21]([O:23][CH2:24][CH3:25])=[O:22])=[O:12])=[N:8][CH:9]=2)[CH2:2][CH2:3]1. Reported procedure: The title compound was synthesized in analogy to Example 112e, using 5-Cyclopropyl-4-(2,2,2-trifluoro-ethoxy)-pyridine-2-carboxylic acid (example 48c) and ethyl 2-amino-2-(5-methyl-1,2,4-oxadiazol-3-yl)propanoate (example 147a) as starting materials and isolated (508 mg, 86%); MS (ESI, m/z): 443.5 (M+H+). The reactants are O=C([O-])[O-], ClCC1CO1, [Cs+], [Cs+], COc1nc(NCCc2ccc(C(F)(F)F)cc2F)cc(-c2cccc(O)c2)n1, CN(C)C=O, O. Product: COc1nc(NCCc2ccc(C(F)(F)F)cc2F)cc(-c2cccc(OCC3CO3)c2)n1. RXN SMILES: [C:30](=[O:31])([O-:32])[O-:33].[Cl:36][CH2:37][CH:38]1[CH2:39][O:40]1.[Cs+:34].[Cs+:35].[F:1][c:2]1[c:3]([CH2:12][CH2:13][NH:14][c:15]2[cH:16][c:17](-[c:23]3[cH:24][c:25]([OH:29])[cH:26][cH:27][cH:28]3)[n:18][c:19]([O:21][CH3:22])[n:20]2)[cH:4][cH:5][c:6]([C:8]([F:9])([F:10])[F:11])[cH:7]1.[O:41]=[CH:42][N:43]([CH3:44])[CH3:45].[OH2:46]>>[F:1][c:2]1[c:3]([CH2:12][CH2:13][NH:14][c:15]2[cH:16][c:17](-[c:23]3[cH:24][c:25]([O:29][CH2:37][CH:38]4[CH2:39][O:40]4)[cH:26][cH:27][cH:28]3)[n:18][c:19]([O:21][CH3:22])[n:20]2)[cH:4][cH:5][c:6]([C:8]([F:9])([F:10])[F:11])[cH:7]1.